Task: describe an organic reaction: reactants, conditions, products, and yield. Dataset: the Open Reaction Database (ORD), a public repository of structured organic reaction records Reactants: BrC=1C=CC2=C(CNS2(=O)=O)C1 (5-bromo-2,3-dihydro-1,2-benzisothiazole 1,1-dioxide), C([O-])([O-])=O.[K+].[K+] (potassium carbonate), IC (iodomethane). Solvent: CCO (EtOH). Conditions: time 18 hour. Yields the product BrC=1C=CC2=C(CN(S2(=O)=O)C)C1 (5-Bromo-2-methyl-2,3-dihydro-1,2-benzisothiazole 1,1-dioxide). Yield: 725.7%. Reaction SMILES: [Br:1][C:2]1[CH:3]=[CH:4][C:5]2[S:9](=[O:11])(=[O:10])[NH:8][CH2:7][C:6]=2[CH:12]=1.[C:13](=O)([O-])[O-].[K+].[K+].IC>CCO>[Br:1][C:2]1[CH:3]=[CH:4][C:5]2[S:9](=[O:10])(=[O:11])[N:8]([CH3:13])[CH2:7][C:6]=2[CH:12]=1 |f:1.2.3|. Reported procedure: To a suspension of 5-bromo-2,3-dihydro-1,2-benzisothiazole 1,1-dioxide (200 mg, 0.92 mmol) and potassium carbonate (128 mg, 0.92 mmol) in EtOH (2 mL) was added iodomethane (0.2 mL, 3.2 mmol) and the reaction was stirred at room temperature for 18 hours followed by heating to 50° C. for 2 hours. The reaction was cooled, concentrated in vacuo and diluted with DCM (20 mL). The solution was washed with water (20 mL), dried over Na2SO4 and concentrated in vacuo to afford the title compound as a white... Reactants: C1CCOC1, CCOC(=O)C[Si](C)(C)C, C[Si](C)(C)[N-][Si](C)(C)C, Cn1cncc1C(=O)c1ccc(OC2CCCCO2)cc1, [Li+]. Product: CCOC(=O)C=C(c1ccc(OC2CCCCO2)cc1)c1cncn1C. As a reaction SMILES: [CH2:42]1[O:43][CH2:44][CH2:45][CH2:46]1.[CH3:11][Si:12]([CH3:13])([CH3:14])[CH2:15][C:16](=[O:17])[O:18][CH2:19][CH3:20].[CH3:1][Si:2]([N-:3][Si:4]([CH3:5])([CH3:6])[CH3:7])([CH3:8])[CH3:9].[CH3:21][n:22]1[cH:23][n:24][cH:25][c:26]1[C:27](=[O:28])[c:29]1[cH:30][cH:31][c:32]([O:35][CH:36]2[O:37][CH2:38][CH2:39][CH2:40][CH2:41]2)[cH:33][cH:34]1.[Li+:10]>>[CH:15]([C:16](=[O:17])[O:18][CH2:19][CH3:20])=[C:27]([c:26]1[n:22]([CH3:21])[cH:23][n:24][cH:25]1)[c:29]1[cH:30][cH:31][c:32]([O:35][CH:36]2[O:37][CH2:38][CH2:39][CH2:40][CH2:41]2)[cH:33][cH:34]1. The reactants are ClC1=CC=C(S1)C(C)N=[N+]=[N-] (1-(5-chloro-2-thienyl)ethyl azide), C1(=CC=CC=C1)P(C1=CC=CC=C1)C1=CC=CC=C1 (triphenylphosphine). Solvent: C1CCOC1 (THF), O (water). Conditions: temperature 60 celsius. The product is ClC1=CC=C(S1)C(C)N (1-(5-chloro-2-thienyl)ethanamine). Isolated yield 75.5%. Reaction SMILES: [Cl:1][C:2]1[S:6][C:5]([CH:7]([N:9]=[N+]=[N-])[CH3:8])=[CH:4][CH:3]=1.C1(P(C2C=CC=CC=2)C2C=CC=CC=2)C=CC=CC=1>C1COCC1.O>[Cl:1][C:2]1[S:6][C:5]([CH:7]([NH2:9])[CH3:8])=[CH:4][CH:3]=1. Procedure: A mixture of 1-(5-chloro-2-thienyl)ethyl azide (991 mg, 5.3 mmol) and triphenylphosphine (1.4 g, 5.3 mmol) in THF (10 mL) and water (0.4 mL) was heated to 60° C. for 1 h. After cooling to rt, the solution was concentrated in vacuo. The resulting residue was purified by flash chromatography (90% DCM: 10% methanol) to provide the desired 1-(5-chloro-2-thienyl)ethanamine (646 mg, 4.0 mmol, 75% yield) as a pink liquid. 1H NMR (400 MHz, CDCl3): 6.71 (d, 1H), 6.64 (d, 1H), 4.26 (q, 1H), 1.64 (br s, 2H... Reactants: petroleum ether ethyl acetate methanol, 22.35, NC1=C(C=C(C=C1Cl)NC=1C2=C(N=CN1)C=NC(=N2)N[C@@H]2CC[C@H](CC2)C(=O)O)Cl (4-[(4-amino-3,5-dichlorophenyl)amino]-6-[(trans-4-carboxycyclohexyl)amino]pyrimido[5,4-d]pyrimidine), F[B-](F)(F)F.N1(N=NC2=C1C=CC=C2)OC(=[N+](C)C)N(C)C (O-(benzotriazol-1-yl)-N,N,N',N'-tetramethyluronium tetrafluoroborate), N1CCCC1 (pyrrolidine). The solvent is C(C)N(CC)CC (triethylamine). Product: NC1=C(C=C(C=C1Cl)NC=1C2=C(N=CN1)C=NC(=N2)N[C@@H]2CC[C@H](CC2)C(=O)N2CCCC2)Cl (4-[(4-Amino-3,5-dichlorophenyl)amino]-6-[trans-4-(pyrrolidinocarbonyl)cyclohexylamino]pyrimido[5,4-d]pyrimidine). Reaction SMILES: [NH2:1][C:2]1[C:7]([Cl:8])=[CH:6][C:5]([NH:9][C:10]2[C:11]3[N:19]=[C:18]([NH:20][C@H:21]4[CH2:26][CH2:25][C@H:24]([C:27]([OH:29])=O)[CH2:23][CH2:22]4)[N:17]=[CH:16][C:12]=3[N:13]=[CH:14][N:15]=2)=[CH:4][C:3]=1[Cl:30].F[B-](F)(F)F.N1(OC(N(C)C)=[N+](C)C)C2C=[CH:42][CH:43]=[CH:44][C:39]=2[N:38]=N1.N1CCCC1>C(N(CC)CC)C>[NH2:1][C:2]1[C:7]([Cl:8])=[CH:6][C:5]([NH:9][C:10]2[C:11]3[N:19]=[C:18]([NH:20][C@H:21]4[CH2:26][CH2:25][C@H:24]([C:27]([N:38]5[CH2:39][CH2:44][CH2:43][CH2:42]5)=[O:29])[CH2:23][CH2:22]4)[N:17]=[CH:16][C:12]=3[N:13]=[CH:14][N:15]=2)=[CH:4][C:3]=1[Cl:30] |f:1.2|. Reported procedure: Prepared from 4-[(4-amino-3,5-dichlorophenyl)amino]-6-[(trans-4-carboxycyclohexyl)amino]pyrimido[5,4-d]pyrimidine by reaction with O-(benzotriazol-1-yl)-N,N,N',N'-tetramethyluronium tetrafluoroborate, triethylamine and pyrrolidine. Melting point: 228°-230° C,; Rf : 0.43 (silica gel; petroleum ether/ethyl acetate/methanol=10:10:4) Calculated: C 55.09 H 5.23 N 22.35; Found: 55.07 5.19 22.33 14.22 Starting materials: C1(=CC=C(C=C1)CN1C=C(C(C2=CC=CC=C12)=S)C(=O)OCC)C1=CC=CC=C1 (Ethyl 1-(biphenyl-4-ylmethyl)-4-thioxo-1,4-dihydroquinoline-3-carboxylate), NN (hydrazine). Solvent: C(C)O (ethanol). Run at time 1 hour. The product is C1(=CC=C(C=C1)CN1C=C2C(C=3C=CC=CC13)=NNC2=O)C2=CC=CC=C2 (5-(biphenyl-4-ylmethyl)-2,5-dihydro-3H-pyrazolo[4,3-c]quinolin-3-one). RXN SMILES: [C:1]1([C:24]2[CH:29]=[CH:28][CH:27]=[CH:26][CH:25]=2)[CH:6]=[CH:5][C:4]([CH2:7][N:8]2[C:17]3[C:12](=[CH:13][CH:14]=[CH:15][CH:16]=3)[C:11](=S)[C:10]([C:19](OCC)=[O:20])=[CH:9]2)=[CH:3][CH:2]=1.[NH2:30][NH2:31]>C(O)C>[C:1]1([C:24]2[CH:29]=[CH:28][CH:27]=[CH:26][CH:25]=2)[CH:6]=[CH:5][C:4]([CH2:7][N:8]2[C:17]3[CH:16]=[CH:15][CH:14]=[CH:13][C:12]=3[C:11]3=[N:30][NH:31][C:19](=[O:20])[C:10]3=[CH:9]2)=[CH:3][CH:2]=1. Procedure: Ethyl 1-(biphenyl-4-ylmethyl)-4-thioxo-1,4-dihydroquinoline-3-carboxylate (0.43 g, 1.1 mmol) and hydrazine (38 μL, 1.1 mmol, 1 equiv) were combined in absolute ethanol (10 mL) and placed into a preheated oil bath at 75° C. for 1 hour. The mixture was cooled to ambient temperature and concentrated in vacuo. The residue was purified by silica gel gradient chromatography (100:0 to 90:10; dichloromethane:methanol), providing the titled compound. Starting materials: CS(=O)(=O)OC1=CC=C(C=C1)OCCC1=CC=C(C=C1)N (4-[2-(4-Aminophenyl)ethoxy]phenyl methanesulfonate), Cl (hydrochloric acid), N(=O)[O-].[Na+] (sodium nitrite), Cl (hydrochloric acid), C(C=C)(=O)O (acrylic acid), C(=O)=O (CO2). The reagents and catalysts are [Cu]I (copper (I) iodide). Solvent: O (water), CC(=O)C (acetone), O (water), O (Water). Conditions: temperature 3 celsius. The product is ClC(C(=O)[O-])CC1=CC=C(C=C1)CCOC1=CC=C(C=C1)OS(=O)(=O)C.[NH4+] (Ammonium 2-chloro-3-[4-(2-{4-[(methylsulfonyl)oxy]phenoxy}ethyl)phenyl]-propanoate). Yield: 58.7%. RXN SMILES: [CH3:1][S:2]([O:5][C:6]1[CH:11]=[CH:10][C:9]([O:12][CH2:13][CH2:14][C:15]2[CH:20]=[CH:19][C:18]([NH2:21])=[CH:17][CH:16]=2)=[CH:8][CH:7]=1)(=[O:4])=[O:3].[ClH:22].[C:23]([OH:27])(=[O:26])[CH:24]=[CH2:25].N([O-])=O.[Na+].C(=O)=O>O.[Cu]I.CC(C)=O>[Cl:22][CH:24]([CH2:25][C:18]1[CH:19]=[CH:20][C:15]([CH2:14][CH2:13][O:12][C:9]2[CH:10]=[CH:11][C:6]([O:5][S:2]([CH3:1])(=[O:4])=[O:3])=[CH:7][CH:8]=2)=[CH:16][CH:17]=1)[C:23]([O-:27])=[O:26].[NH4+:21] |f:3.4,9.10|. Procedure: 4-[2-(4-Aminophenyl)ethoxy]phenyl methanesulfonate (15.9 g, 37.7 mmol) was added to a suitably serviced reaction vessel under nitrogen, followed by copper (I) iodide (0.36 g, 1.9 mmol), acetone (103 mL), and water (2.5 mL) and stirred to form a mobile slurry. Concentrated hydrochloric acid (9.3 mL of 37% w/w, 113 mmol) was added in one portion to form a brown solution, followed by acrylic acid (19.4 mL, 283 mmol) in one portion, and the resulting solution cooled to 3° C. A solution of sodium nit...